From a dataset of the Open Reaction Database (ORD), a public repository of structured organic reaction records. describe an organic reaction: reactants, conditions, products, and yield Reactants: COC=1C=C(C=CC1OC)C(CCC#N)=O (4-(3',4'-dimethoxyphenyl)-4-oxobutyronitrile), C(C)(=O)O (acetic acid). Run in Cl (hydrochloric acid). Yields the product COC=1C=C(C=CC1OC)C(CCC(=O)O)=O (4-(3',4'-dimethoxyphenyl)-4-oxobutyric acid), tan crystals. Yield: 66.0%. As a reaction SMILES: [CH3:1][O:2][C:3]1[CH:4]=[C:5]([C:11](=[O:16])[CH2:12]CC#N)[CH:6]=[CH:7][C:8]=1[O:9][CH3:10].[C:17]([OH:20])(=[O:19])[CH3:18]>Cl>[CH3:1][O:2][C:3]1[CH:4]=[C:5]([C:11](=[O:16])[CH2:12][CH2:18][C:17]([OH:20])=[O:19])[CH:6]=[CH:7][C:8]=1[O:9][CH3:10]. Procedure details: A stirred solution of 4-(3',4'-dimethoxyphenyl)-4-oxobutyronitrile (111) (2.26 g, 0.01 mol) in acetic acid (15 ml) and hydrochloric acid (12N, 40 ml) was heated at reflux for 1.5 hours and cooled to room temperature. The solvent was removed under reduced pressure to give a brown solid. Recrystallization from water gave 112 as light tan crystals (1.57 g, 66%). 1H NMR (CDCl3) 2.80 (t, J=7.5 Hz, 2H), 3.30 (t, J=7.5 Hz, 2H), 3.94 (s, 3H), 3.96 (s, 3H), 6.89 (d, 1H, J=9 Hz), 7.55 (d, 1H, J=1 Hz) and ... Reactants: B(Br)(Br)Br (BBr3), ClC=1C(=C(C=CC1F)[C@@H](C[C@@](C=NC1=C2C=CC(NC2=CC=C1)=O)(C(F)(F)F)O)CC)OC (5-{[(2R,4R)-4-(3-chloro-4-fluoro-2-methoxyphenyl)-2-hydroxy-2-(trifluoromethyl)hexylidene]amino}quinolin-2(1H)-one), C(=O)(O)[O-].[Na+] (NaHCO3). Solvent: ClCCl (dichloromethane), C(Cl)Cl (CH2Cl2). Run at temperature -30 celsius. The product is ClC=1C(=C(C=CC1F)C(CC(C=O)(C(F)(F)F)O)CC)OC (4-(3-Chloro-4-fluoro-2-methoxyphenyl)-2-hydroxy-2-(trifluoromethyl)hexanal). As a reaction SMILES: [Cl:1][C:2]1[C:3]([O:32][CH3:33])=[C:4]([C@H:9]([CH2:30][CH3:31])[CH2:10][C@:11]([OH:29])([C:25]([F:28])([F:27])[F:26])C=NC2C=CC=C3C=2C=CC(=O)N3)[CH:5]=[CH:6][C:7]=1[F:8].B(Br)(Br)Br.[C:38]([O-])(O)=[O:39].[Na+]>C(Cl)Cl>[Cl:1][C:2]1[C:3]([O:32][CH3:33])=[C:4]([CH:9]([CH2:30][CH3:31])[CH2:10][C:11]([OH:29])([C:25]([F:27])([F:26])[F:28])[CH:38]=[O:39])[CH:5]=[CH:6][C:7]=1[F:8] |f:2.3|. Procedure: and 2.3 g of (2R,4R/S)-4-(,4-fluoro-2-methoxyphenyl)-2-hydroxy-2-(trifluoromethyl)hexanal 300 mg (0.88 mmol) of (2R,4R)-4-(3-chloro-4-fluoro-2-methoxyphenyl)-2-hydroxy-2-(trifluoromethyl)hexanal and 140 mg (0.88 mmol) of 5-aminoquinolin-2(1H)-one are dissolved in 19 ml of toluene and the solution is admixed with 0.55 ml (1.75 mmol) of titanium tert-butoxide and 0.1 ml of acetic acid. The reaction mixture is heated at 100° C. for 2 hours, cooled, poured into water and stirred vigorously. The susp... Reactants: C(C)(OCCCC)([O-])[O-] (n-butyl orthoacetate), OC(C)(C=C)CCC=C(C)CCC=C(C)C (nerolidol), C1(O)=CC=C(O)C=C1 (hydroquinone). Solvent: C(CCC)O (n-butanol). The product is C(C=C(C)CCC=C(C)CCC=C(C)C)CC(=O)OCCCC (n-butyl farnesylacetate). Reaction SMILES: [C:1]([O-:9])([O-])([O:3][CH2:4][CH2:5][CH2:6][CH3:7])[CH3:2].O[C:11]([CH2:15][CH2:16][CH:17]=[C:18]([CH2:20][CH2:21][CH:22]=[C:23]([CH3:25])[CH3:24])[CH3:19])([CH:13]=[CH2:14])[CH3:12].C1(C=CC(O)=CC=1)O>C(O)CCC>[CH2:14]([CH2:2][C:1]([O:3][CH2:4][CH2:5][CH2:6][CH3:7])=[O:9])[CH:13]=[C:11]([CH2:15][CH2:16][CH:17]=[C:18]([CH2:20][CH2:21][CH:22]=[C:23]([CH3:24])[CH3:25])[CH3:19])[CH3:12]. Procedure details: Following the same procedures as in Example 26, a mixture of 1184 g. of n-butyl orthoacetate, 220 g. of nerolidol and 22 g. of hydroquinone was reacted with heating at 160° - 165° C., with removal of n-butanol produced from the reaction system. The reaction mixture was directly distilled in vacuo to give 598 g of n-butyl farnesylacetate, b.p. 134° - 142° C. (0.3 mmHg). Then, this product was fractionated through a rectifying column with 40 numbers of theoretical plates reflux ratio of 20 to give... Starting materials: CCO, [Na+], [OH-], COC(=O)CC(O)CCC=C(C)CCC=C(C)CCC=C(C)C. The product is CC(C)=CCCC(C)=CCCC(C)=CCCC(O)CC(=O)O. As a reaction SMILES: [CH3:26][CH2:27][OH:28].[Na+:25].[OH-:24].[OH:1][CH:2]([CH2:3][C:4](=[O:5])[O:6][CH3:7])[CH2:8][CH2:9][CH:10]=[C:11]([CH2:12][CH2:13][CH:14]=[C:15]([CH2:16][CH2:17][CH:18]=[C:19]([CH3:20])[CH3:21])[CH3:22])[CH3:23]>>[OH:1][CH:2]([CH2:3][C:4](=[O:5])[OH:6])[CH2:8][CH2:9][CH:10]=[C:11]([CH2:12][CH2:13][CH:14]=[C:15]([CH2:16][CH2:17][CH:18]=[C:19]([CH3:20])[CH3:21])[CH3:22])[CH3:23]. The reactants are C(CC(=O)OCC)(=O)OCC (Diethyl malonate), [H][H] (hydrogen), ClC1=NC=C(C=C1)[N+](=O)[O-] (2-chloro-5-nitropyridine), [H-].[Na+] (sodium hydride), oil. Run in O1CCCC1 (tetrahydrofuran). The product is [N+](=O)([O-])C=1C=CC(=NC1)C(C(=O)OCC)C(=O)OCC (diethyl (5-nitropyridin-2-yl)malonate). Reaction SMILES: [C:1]([O:9][CH2:10][CH3:11])(=[O:8])[CH2:2][C:3]([O:5][CH2:6][CH3:7])=[O:4].[H-].[Na+].[H][H].Cl[C:17]1[CH:22]=[CH:21][C:20]([N+:23]([O-:25])=[O:24])=[CH:19][N:18]=1>O1CCCC1>[N+:23]([C:20]1[CH:21]=[CH:22][C:17]([CH:2]([C:3]([O:5][CH2:6][CH3:7])=[O:4])[C:1]([O:9][CH2:10][CH3:11])=[O:8])=[N:18][CH:19]=1)([O-:25])=[O:24] |f:1.2|. Procedure: Diethyl malonate (151 g, 0.044 mol) was added dropwise under stirring to 60% sodium hydride in mineral oil (37.8 g, 0.944 mol) in dry tetrahydrofuran (1 L). After hydrogen evolution ceased, 2-chloro-5-nitropyridine (125 g, 0.787 mol) was added. The reaction mixture was refluxed for 2 hours and then the tetrahydrofuran was evaporated in vacuo to give crude diethyl (5-nitropyridin-2-yl)malonate, which was used at the next stage without purification. Reactants: O=C1CCc2cc(Br)ccc2C1, Brc1ccc2c(c1)CCC(NCc1ccccc1)C2, NCc1ccccc1, C1CNC(CN2CCCC2)C1. Yields the product O=C(c1ccc2c(c1)CCC(NCc1ccccc1)C2)N1CCCC1CN1CCCC1. Reaction SMILES: [Br:31][c:32]1[cH:33][c:34]2[c:35]([cH:36][cH:38]1)[CH2:39][C:37](=[O:42])[CH2:40][CH2:41]2.[CH2:1]([c:2]1[cH:3][cH:4][cH:5][cH:6][cH:7]1)[NH:8][CH:9]1[CH2:10][c:11]2[cH:12][cH:13][c:14]([Br:19])[cH:15][c:16]2[CH2:17][CH2:18]1.[NH2:43][CH2:44][c:45]1[cH:46][cH:47][cH:48][cH:49][cH:50]1.[NH:20]1[CH:21]([CH2:25][N:26]2[CH2:27][CH2:28][CH2:29][CH2:30]2)[CH2:22][CH2:23][CH2:24]1>>[CH2:1]([c:2]1[cH:3][cH:4][cH:5][cH:6][cH:7]1)[NH:8][CH:9]1[CH2:10][c:11]2[cH:12][cH:13][c:14]([C:37]([N:20]3[CH:21]([CH2:25][N:26]4[CH2:27][CH2:28][CH2:29][CH2:30]4)[CH2:22][CH2:23][CH2:24]3)=[O:42])[cH:15][c:16]2[CH2:17][CH2:18]1. Reactants: NC1=CC=C(C=C1)CCC(=O)N (3-(4-amino-phenyl)-propionamide), BrN1C(CCC1=O)=O (N-bromosuccinimide). The solvent is [Cl-].[Na+].O (brine), C(Cl)Cl.CC#N (DCM CH3CN), C(Cl)Cl.CC#N (DCM CH3CN). Conditions: time 1 hour. Yields the product NC1=C(C=C(C=C1)CCC(=O)N)Br (3-(4-Amino-3-bromo-phenyl)-propionamide). Isolated yield 81.0%. Reaction SMILES: [NH2:1][C:2]1[CH:7]=[CH:6][C:5]([CH2:8][CH2:9][C:10]([NH2:12])=[O:11])=[CH:4][CH:3]=1.[Br:13]N1C(=O)CCC1=O>C(Cl)Cl.CC#N.[Cl-].[Na+].O>[NH2:1][C:2]1[CH:3]=[CH:4][C:5]([CH2:8][CH2:9][C:10]([NH2:12])=[O:11])=[CH:6][C:7]=1[Br:13] |f:2.3,4.5.6|. Procedure: To a mixture of 3-(4-amino-phenyl)-propionamide (as prepared in the previous step, 123 mg, 0.749 mmol) in 10 mL of 1:1 DCM/CH3CN at 0° C. was added N-bromosuccinimide (NBS) (133 mg, 0.749 mmol) in 4 mL of 1:1 DCM/CH3CN. The mixture was warmed to RT and stirred for 1 h under Ar. Treated with 20 mL of brine, the mixture was extracted with EtOAc (3×20 mL). The combined organic layers were concentrated in vacuo and the residue was purified by flash chromatography on silica gel (1-4% MeOH/DCM) giving... The reactants are COC(C(C1=CC=C(C=C1)O)=O)=O (4-hydroxy-alpha-oxobenzeneacetic acid methyl ester), S(C)(=O)(=O)[O-] (mesylate), C1=C(C=CC2=CC=CC=C12)SCCO (2-(2-naphthylthio)ethanol), [H-].[Na+] (sodium hydride). Run in CN(C=O)C (dimethylformamide). Run at temperature 60 celsius, time 15 minute. Yields the product COC(C(C1=CC=C(C=C1)OCCSC1=CC2=CC=CC=C2C=C1)=O)=O (4-[[2-(2-naphthalenylthio) ethyl]oxy]-alpha-oxobenzeneacetic acid methyl ester). Yield: 37.3%. As a reaction SMILES: [CH3:1][O:2][C:3](=[O:13])[C:4](=[O:12])[C:5]1[CH:10]=[CH:9][C:8]([OH:11])=[CH:7][CH:6]=1.[H-].[Na+].S([O-])(=O)(=O)C.[CH:21]1[C:30]2[C:25](=[CH:26][CH:27]=[CH:28][CH:29]=2)[CH:24]=[CH:23][C:22]=1[S:31][CH2:32][CH2:33]O>CN(C)C=O>[CH3:1][O:2][C:3](=[O:13])[C:4](=[O:12])[C:5]1[CH:10]=[CH:9][C:8]([O:11][CH2:33][CH2:32][S:31][C:22]2[CH:23]=[CH:24][C:25]3[C:30](=[CH:29][CH:28]=[CH:27][CH:26]=3)[CH:21]=2)=[CH:7][CH:6]=1 |f:1.2|. Procedure: A stirred mixture of 4-hydroxy-alpha-oxobenzeneacetic acid methyl ester (0.724 g) in dimethylformamide (10 mL) under argon was treated with 55% sodium hydride (0.175 g), stirred for 15 minutes and treated with the mesylate of 2-(2-naphthylthio)ethanol (1.4 g). The mixture was heated at 60° C. overnight and worked up as in Example 20. The material from dichloromethane extraction was purified by HPLC (dichloromethane-hexane; 4:1) and crystallized from diethyl ether-hexane to provide 0.55 g of 4-[[... The reactants are C1(=CC=CC=C1)N(C1=NC(=NC(=N1)Cl)Cl)C1=CC=CC=C1 (2-diphenylamino-4,6-dichloro-s-triazine), C1(=CC=CC=C1)NC#N.[Na] (sodium phenylcyanamide). The solvent is CC(=O)C (acetone), O (water). Run at time 1 hour. Product: C1(=CC=CC=C1)N(C1=NC(=NC(=N1)N(C1=CC=CC=C1)C#N)N(C1=CC=CC=C1)C#N)C1=CC=CC=C1 (2-Diphenylamino-4,6-Bis(N-Cyanoanilino)-s-Triazine). Isolated yield 106.1%. As a reaction SMILES: [C:1]1([N:7]([C:16]2[CH:21]=[CH:20][CH:19]=[CH:18][CH:17]=2)[C:8]2[N:13]=[C:12](Cl)[N:11]=[C:10](Cl)[N:9]=2)[CH:6]=[CH:5][CH:4]=[CH:3][CH:2]=1.[C:22]1([NH:28][C:29]#[N:30])[CH:27]=[CH:26][CH:25]=[CH:24][CH:23]=1.[Na]>CC(C)=O.O>[C:1]1([N:7]([C:16]2[CH:21]=[CH:20][CH:19]=[CH:18][CH:17]=2)[C:8]2[N:13]=[C:12]([N:28]([C:29]#[N:30])[C:22]3[CH:27]=[CH:26][CH:25]=[CH:24][CH:23]=3)[N:11]=[C:10]([N:7]([C:8]#[N:9])[C:1]3[CH:6]=[CH:5][CH:4]=[CH:3][CH:2]=3)[N:9]=2)[CH:6]=[CH:5][CH:4]=[CH:3][CH:2]=1 |f:1.2,^1:30|. Procedure details: To a solution of 31.7g (0.10 mole) of a 2-diphenylamino-4,6-dichloro-s-triazine in 325 ml of acetone at room temperature was added dropwise to a solution of 0.20 mole of sodium phenylcyanamide in 100 ml of water over a 30 minute period. After stirring for 1 hour at room temperature, the reaction mixture was heated at reflux overnight. After cooling the reaction mixture was filtered. The residue was washed with water, acetone and dried to give 25.5g of crude product. Recrystallization from 1500 m... The reactants are COCc1n[nH]c(-c2cc(Br)ccc2NC(=O)CCl)n1, COCc1n[nH]c(-c2cc(Cl)ccc2NC(=O)CCl)n1. Product: COCc1nc2n(n1)CC(=O)Nc1ccc(Br)cc1-2. RXN SMILES: [Cl:1][CH2:2][C:3](=[O:4])[NH:5][c:6]1[c:7](-[c:13]2[nH:14][n:15][c:16]([CH2:18][O:19][CH3:20])[n:17]2)[cH:8][c:9]([Br:12])[cH:10][cH:11]1.[Cl:21][CH2:22][C:23]([NH:24][c:25]1[cH:26][cH:27][c:28]([Cl:29])[cH:30][c:31]1-[c:32]1[nH:33][n:34][c:35]([CH2:36][O:37][CH3:38])[n:39]1)=[O:40]>>[CH2:2]1[C:3](=[O:4])[NH:5][c:6]2[c:7]([cH:8][c:9]([Br:12])[cH:10][cH:11]2)-[c:13]2[n:14]1[n:15][c:16]([CH2:18][O:19][CH3:20])[n:17]2.